From a dataset of the Open Reaction Database (ORD), a public repository of structured organic reaction records. describe an organic reaction: reactants, conditions, products, and yield The reactants are BrCc1ccccc1, CO, [Cl-], [Na+], C1CCOC1, CC([O-])=[SH]CCCCCOc1ccc(C2=C(c3ccccc3)CCCc3cc(OC4CCCCO4)ccc32)cc1. Yields the product c1ccc(CSCCCCCOc2ccc(C3=C(c4ccccc4)CCCc4cc(OC5CCCCO5)ccc43)cc2)cc1. RXN SMILES: [CH2:43]([c:44]1[cH:45][cH:46][cH:47][cH:48][cH:49]1)[Br:50].[CH3:41][OH:42].[Cl-:52].[Na+:51].[O:53]1[CH2:54][CH2:55][CH2:56][CH2:57]1.[c:1]1([C:7]2=[C:8]([c:25]3[cH:26][cH:27][c:28]([O:29][CH2:30][CH2:31][CH2:32][CH2:33][CH2:34][SH:35]=[C:36]([O-:37])[CH3:38])[cH:39][cH:40]3)[c:9]3[c:10]([cH:14][c:15]([O:18][CH:19]4[O:20][CH2:21][CH2:22][CH2:23][CH2:24]4)[cH:16][cH:17]3)[CH2:11][CH2:12][CH2:13]2)[cH:2][cH:3][cH:4][cH:5][cH:6]1>>[c:1]1([C:7]2=[C:8]([c:25]3[cH:26][cH:27][c:28]([O:29][CH2:30][CH2:31][CH2:32][CH2:33][CH2:34][S:35][CH2:43][c:44]4[cH:45][cH:46][cH:47][cH:48][cH:49]4)[cH:39][cH:40]3)[c:9]3[c:10]([cH:14][c:15]([O:18][CH:19]4[O:20][CH2:21][CH2:22][CH2:23][CH2:24]4)[cH:16][cH:17]3)[CH2:11][CH2:12][CH2:13]2)[cH:2][cH:3][cH:4][cH:5][cH:6]1. The reactants are ClC1=C(C=CC=C1)N1C(=NC=2N(C(N(C(C12)=O)C)=O)COC(C(C)(C)C)=O)N1CCN(CC1)C(=O)OC(C)(C)C (t-Butyl 4-[7-(2-chlorophenyl)-3-(2,2-dimethylpropionyloxy methyl)-1-methyl-2,6-dioxo-2,3,6,7-tetrahydro-1H-purin-8-yl]piperazine-1-carboxylate), [H-].[Na+] (sodium hydride), Cl (hydrochloric acid). Solvent: CO (methanol), O1CCCC1 (tetrahydrofuran). Reaction conditions: time 8 hour. Product: ClC1=C(C=CC=C1)N1C(=NC=2NC(N(C(C12)=O)C)=O)N1CCN(CC1)C(=O)OC(C)(C)C (t-Butyl 4-[7-(2-chlorophenyl)-1-methyl-2,6-dioxo-2,3,6,7-tetrahydro-1H-purin-8-yl]piperazine-1-carboxylate). Reaction SMILES: [Cl:1][C:2]1[CH:7]=[CH:6][CH:5]=[CH:4][C:3]=1[N:8]1[C:16]2[C:15](=[O:17])[N:14]([CH3:18])[C:13](=[O:19])[N:12](COC(=O)C(C)(C)C)[C:11]=2[N:10]=[C:9]1[N:28]1[CH2:33][CH2:32][N:31]([C:34]([O:36][C:37]([CH3:40])([CH3:39])[CH3:38])=[O:35])[CH2:30][CH2:29]1.[H-].[Na+].Cl>CO.O1CCCC1>[Cl:1][C:2]1[CH:7]=[CH:6][CH:5]=[CH:4][C:3]=1[N:8]1[C:16]2[C:15](=[O:17])[N:14]([CH3:18])[C:13](=[O:19])[NH:12][C:11]=2[N:10]=[C:9]1[N:28]1[CH2:29][CH2:30][N:31]([C:34]([O:36][C:37]([CH3:40])([CH3:39])[CH3:38])=[O:35])[CH2:32][CH2:33]1 |f:1.2|. Procedure: t-Butyl 4-[7-(2-chlorophenyl)-3-(2,2-dimethylpropionyloxy methyl)-1-methyl-2,6-dioxo-2,3,6,7-tetrahydro-1H-purin-8-yl]piperazine-1-carboxylate was dissolved in a mixture of 10 ml of methanol and 20 ml of tetrahydrofuran, and 200 mg of sodium hydride was added thereto. The resulting mixture was stirred at room temperature overnight. 1N hydrochloric acid was added to the reaction solution, and the mixture was extracted with ethyl acetate. The organic layer was dried over anhydrous magnesium sulfat... Starting materials: C(C)(=O)OC1[C@@H](OC(C)=O)[C@@H](OC(C)=O)[C@H](O1)C (1,2,3-Tri-O-acetyl-5-deoxy-D-lyxofuranose), [Si](C)(C)(C)OS(=O)(=O)C(F)(F)F (TMSOTf), ClC=1NC2=C(N1)C=C(C(=C2)Cl)Cl (2,5,6-Trichlorobenzimidazole), C([O-])([O-])=O.[Na+].[Na+] (sodium carbonate). The solvent is C(C)#N (acetonitrile), C(C)#N (acetonitrile). Conditions: temperature 40 celsius, time 18 hour. Yields the product ClC1=NC2=C(N1[C@@H]1[C@@H](O)[C@@H](O)[C@H](O1)C)C=C(C(=C2)Cl)Cl (2,5,6-Trichloro-1-(5-deoxy-α-D-lyxofuranosyl)-1H-benzimidazole). As a reaction SMILES: [Cl:1][C:2]1[NH:3][C:4]2[CH:10]=[C:9]([Cl:11])[C:8]([Cl:12])=[CH:7][C:5]=2[N:6]=1.C(O[CH:17]1[O:29][C@H:28]([CH3:30])[C@H:23]([O:24]C(=O)C)[C@@H:18]1[O:19]C(=O)C)(=O)C.[Si](OS(C(F)(F)F)(=O)=O)(C)(C)C.C(=O)([O-])[O-].[Na+].[Na+]>C(#N)C>[Cl:1][C:2]1[N:3]([C@H:17]2[O:29][C@H:28]([CH3:30])[C@H:23]([OH:24])[C@@H:18]2[OH:19])[C:4]2[CH:10]=[C:9]([Cl:11])[C:8]([Cl:12])=[CH:7][C:5]=2[N:6]=1 |f:3.4.5|. Procedure details: 2,5,6-Trichlorobenzimidazole (221 mg, 1.0 mmol) was suspended in acetonitrile (15 ml) and the mixture was stirred at 40° C. BSA (365 μl, 1.5 mmol) was added, and the reaction mixture stirred for 15 min. A solution of 3 (260 mg, 1.0 mmol) in acetonitrile (5 ml) and TMSOTf (290 μl, 1.5 mmol) was added to the clear solution, and the mixture was allowed to stand at room temperature for 18 hours. The mixture was concentrated under reduced pressure, and the residue was dissolved with dichloromethane (... Procedure: A cis/trans mixture (1.0 g) of 3-(1-hydroxyethyl)-4-trimethylsilylethynyl-2-azetidinone is dissolved in a mixture of tetrahydrofuran (10 ml) and methanol (5 ml), and a solution of cesium fluoride (0.2 g) in water (2 ml) is added to the solution. The mixture is stirred at 60° C. for an hour and concentrated under reduced pressure and the residue is extracted with ethyl acetate (20 ml) and tetrahydrofuran (20 ml). The extract is dried over magnesium sulfate, concentrated under reduced pressure and... Reaction conditions: temperature 60 celsius. The yield is 27.3%. The product is O[C@H](C)[C@@H]1C(N[C@@H]1C#C)=O (cis-3-[(R)-1-hydroxyethyl]-4-ethynyl-2-azetidinone). Reactants: [F-].[Cs+] (cesium fluoride), OC(C)C1C(NC1C#C[Si](C)(C)C)=O (3-(1-hydroxyethyl)-4-trimethylsilylethynyl-2-azetidinone). Run in O (water), O1CCCC1 (tetrahydrofuran), CO (methanol). RXN SMILES: [OH:1][CH:2]([CH:4]1[CH:7]([C:8]#[C:9][Si](C)(C)C)[NH:6][C:5]1=[O:14])[CH3:3].[F-].[Cs+]>O1CCCC1.CO.O>[OH:1][C@@H:2]([C@H:4]1[C@@H:7]([C:8]#[CH:9])[NH:6][C:5]1=[O:14])[CH3:3] |f:1.2|. Starting materials: Cl.ClC=1C=C(C=CC1Cl)[C@@H]1CNCC[C@H]1N(C(C1=CC(=CC(=C1)C(F)(F)F)C(F)(F)F)=O)C (N-[(3R*,4R*)-3-(3,4-dichlorophenyl)piperidin-4-yl]-N-methyl-3,5-bis(trifluoromethyl)benzamide monohydrochloride), C(=O)(OC(C)(C)C)N1CCC(C(=O)O)CC1 (N-Boc-isonipecotic acid). The reagents and catalysts are CCN=C=NCCCN(C)C.Cl (WSC.HCl), C=1C=CC2=C(C1)N=NN2O (HOBt). Solvent: O (water). Run at time 2 hour. The product is →, FC(C=1C=C(C=C(C1)C(F)(F)F)C(=O)N([C@H]1[C@@H](CN(CC1)C(=O)C1CCN(CC1)C(=O)OC(C)(C)C)C1=CC(=C(C=C1)Cl)Cl)C)(F)F (tert-butyl 4-{[(3R*,4R*)-4-[{[3,5-bis(trifluoromethyl)phenyl]carbonyl}(methyl)amino]-3-(3,4-dichlorophenyl)piperidin-1-yl]carbonyl}piperidine-1-carboxylate). Isolated yield 99.7%. As a reaction SMILES: Cl.[Cl:2][C:3]1[CH:4]=[C:5]([C@H:10]2[C@H:15]([N:16]([CH3:33])[C:17](=[O:32])[C:18]3[CH:23]=[C:22]([C:24]([F:27])([F:26])[F:25])[CH:21]=[C:20]([C:28]([F:31])([F:30])[F:29])[CH:19]=3)[CH2:14][CH2:13][NH:12][CH2:11]2)[CH:6]=[CH:7][C:8]=1[Cl:9].[C:34]([N:41]1[CH2:49][CH2:48][CH:44]([C:45](O)=[O:46])[CH2:43][CH2:42]1)([O:36][C:37]([CH3:40])([CH3:39])[CH3:38])=[O:35]>CCN=C=NCCCN(C)C.Cl.C1C=CC2N(O)N=NC=2C=1.O>[F:27][C:24]([F:25])([F:26])[C:22]1[CH:23]=[C:18]([C:17]([N:16]([CH3:33])[C@@H:15]2[CH2:14][CH2:13][N:12]([C:45]([CH:44]3[CH2:48][CH2:49][N:41]([C:34]([O:36][C:37]([CH3:40])([CH3:39])[CH3:38])=[O:35])[CH2:42][CH2:43]3)=[O:46])[CH2:11][C@H:10]2[C:5]2[CH:6]=[CH:7][C:8]([Cl:9])=[C:3]([Cl:2])[CH:4]=2)=[O:32])[CH:19]=[C:20]([C:28]([F:31])([F:29])[F:30])[CH:21]=1 |f:0.1,3.4|. Procedure details: A mixture of N-[(3R*,4R*)-3-(3,4-dichlorophenyl)piperidin-4-yl]-N-methyl-3,5-bis(trifluoromethyl)benzamide monohydrochloride (0.90 g) obtained in Example 2, N-Boc-isonipecotic acid (1.52 g), WSC.HCl (0.82 mg) and HOBt (0.65 mg) was stirred at room temperature for 2 hr. The reaction mixture was poured into water, and the resultant product was extracted with ethyl acetate. The organic layer was washed with saturated aqueous sodium hydrogen carbonate solution and brine and dried, and the solvent wa... Reaction conditions: time 20 hour. Run in CCOCC (ether), O (water), CS(=O)C (DMSO). Isolated yield 28.2%. As a reaction SMILES: [Na].[NH:2]1[CH:6]=[N:5][CH:4]=[N:3]1.[OH-].[Na+].[C:9]([C:11]([C:22]1[CH:27]=[CH:26][C:25]([Cl:28])=[CH:24][C:23]=1[Cl:29])([CH2:14][CH2:15][CH2:16][CH2:17][CH2:18][CH2:19][CH2:20][CH3:21])[CH2:12]Br)#[N:10].Cl>CS(C)=O.CCOCC.O>[C:9]([C:11]([C:22]1[CH:27]=[CH:26][C:25]([Cl:28])=[CH:24][C:23]=1[Cl:29])([CH2:14][CH2:15][CH2:16][CH2:17][CH2:18][CH2:19][CH2:20][CH3:21])[CH2:12][N:2]1[CH:6]=[N:5][CH:4]=[N:3]1)#[N:10] |f:2.3,^1:0|. Starting materials: Cl (hydrogen chloride), [Na] (sodium), N1N=CN=C1 (1H-1,2,4-triazole), N1N=CN=C1 (1H-1,2,4-triazole), [OH-].[Na+] (NaOH), C(#N)C(CBr)(CCCCCCCC)C1=C(C=C(C=C1)Cl)Cl (2-cyano-2-(2,4-dichlorophenyl) decyl bromide). Procedure details: To 7.0 g (0.07697 mole) of the sodium salt of 1H-1,2,4-triazole, generated from 5.3 g; (0.07697 mole) of 1H-1,2,4-triazole and 3.1 g (0.759 mole) of NaOH, in 50 ml of DMSO, is added 30.0 g (0.0767 mole) of 2-cyano-2-(2,4-dichlorophenyl) decyl bromide (prepared by the usual route); and the reaction is stirred at 130° for 20 hours. The mixture is then cooled and mixed with 200 ml of water. The organic material which separates is extracted 2×100 ml of ether, and the extract is washed 2×50 ml of wat... The product is C(#N)C(CN1N=CN=C1)(CCCCCCCC)C1=C(C=C(C=C1)Cl)Cl (1-[2-Cyano-2-(2,4-dichlorophenyl)decyl]-1,2,4-triazole). Procedure: Lithium bis(trimethylsilyl)amide (1.0 M in THF, 15 mL, 15 mmol) was added dropwisely to a stirred solution of methyltriphenylphosphonium bromide (5.36 g, 15 mmol) in THF (50 mL) at 0° C. and stirred for 40 min at the same temperature. A solution of ethyl 4-oxocyclohexanecarboxylate (2.04 g, 12 mmol) in THF (20 mL) was added slowly at 0° C. and stirred for 2 h from 0° C. to room temperature. The reaction was quenched with saturated NH4Cl aq. and extracted with hexane. The collected organic layer ... Reaction SMILES: [CH3:1][Si]([N-][Si](C)(C)C)(C)C.[Li+].O=[C:12]1[CH2:17][CH2:16][CH:15]([C:18]([O:20][CH2:21][CH3:22])=[O:19])[CH2:14][CH2:13]1>[Br-].C[P+](C1C=CC=CC=1)(C1C=CC=CC=1)C1C=CC=CC=1.C1COCC1>[CH2:1]=[C:12]1[CH2:17][CH2:16][CH:15]([C:18]([O:20][CH2:21][CH3:22])=[O:19])[CH2:14][CH2:13]1 |f:0.1,3.4|. Run in C1CCOC1 (THF), C1CCOC1 (THF). The reagents and catalysts are [Br-].C[P+](C1=CC=CC=C1)(C1=CC=CC=C1)C1=CC=CC=C1 (methyltriphenylphosphonium bromide). Reactants: O=C1CCC(CC1)C(=O)OCC (ethyl 4-oxocyclohexanecarboxylate), C[Si](C)(C)[N-][Si](C)(C)C.[Li+] (Lithium bis(trimethylsilyl)amide). Run at time 40 minute. Product: C=C1CCC(CC1)C(=O)OCC (ethyl 4-methylenecyclohexanecarboxylate).